Dataset: the Open Reaction Database (ORD), a public repository of structured organic reaction records. Task: describe an organic reaction: reactants, conditions, products, and yield The reactants are C1(=CC=CC=C1)C(=[N+]=[N-])C1=CC=CC=C1 (diphenyldiazomethane), C(C)(=O)OCC=1CS[C@H]2N(C1C(=O)O)C([C@H]2NC(C(C2=CC=CC=C2)=NO)=O)=O (3-acetoxymethyl-7β-(2-hydroxyimino-2-phenylacetamido)ceph-3-em-4-carboxylic acid), C(C)(=O)O (acetic acid). Run in petroleum, O1CCCC1 (tetrahydrofuran). Run at time 1 hour. Product: C(C)(=O)OCC=1CS[C@H]2N(C1C(=O)OC(C1=CC=CC=C1)C1=CC=CC=C1)C([C@H]2NC(C(C2=CC=CC=C2)=NO)=O)=O (diphenylmethyl 3-acetoxymethyl-7β-(2-hydroxyimino-2-phenylacetamido)ceph-3-em-4-carboxylate). The yield is 69.0%. As a reaction SMILES: [C:1]([O:4][CH2:5][C:6]1[CH2:7][S:8][C@@H:9]2[C@H:16]([NH:17][C:18](=[O:28])[C:19](=[N:26][OH:27])[C:20]3[CH:25]=[CH:24][CH:23]=[CH:22][CH:21]=3)[C:15](=[O:29])[N:10]2[C:11]=1[C:12]([OH:14])=[O:13])(=[O:3])[CH3:2].[C:30]1([C:36]([C:39]2[CH:44]=[CH:43][CH:42]=[CH:41][CH:40]=2)=[N+]=[N-])[CH:35]=[CH:34][CH:33]=[CH:32][CH:31]=1.C(O)(=O)C>O1CCCC1>[C:1]([O:4][CH2:5][C:6]1[CH2:7][S:8][C@@H:9]2[C@H:16]([NH:17][C:18](=[O:28])[C:19](=[N:26][OH:27])[C:20]3[CH:25]=[CH:24][CH:23]=[CH:22][CH:21]=3)[C:15](=[O:29])[N:10]2[C:11]=1[C:12]([O:14][CH:36]([C:30]1[CH:35]=[CH:34][CH:33]=[CH:32][CH:31]=1)[C:39]1[CH:44]=[CH:43][CH:42]=[CH:41][CH:40]=1)=[O:13])(=[O:3])[CH3:2]. Procedure: To a solution of 3-acetoxymethyl-7β-(2-hydroxyimino-2-phenylacetamido)ceph-3-em-4-carboxylic acid (syn-isomer)(2.0 g) in tetrahydrofuran (50 ml.) maintained at 37° was added portionwise a solution of diphenyldiazomethane in petroleum (b.p. 60°-80°) until the purple colour persisted for one hour. After addition of acetic acid to destroy excess diphenyldiazomethane, the solution was evaporated to dryness, taken up in ethyl acetate, then washed with sodium bicarbonate, and brine, dried and evaporat... Reactants: CC=1OC2=C(C=CC=C2C(C1)=O)C=O (2-methyl-4-oxo-4H-chromene-8-carbaldehyde), O=C(CC(=O)OCC1CC1)C (cyclopropylmethyl 3-oxobutanoate), C(C)(=O)O (acetic acid), N1CCCCC1 (piperidine). Solvent: ClCCl (dichloromethane). The product is CC=1OC2=C(C=CC=C2C(C1)=O)C=C(C(=O)OCC1CC1)C(C)=O (Cyclopropylmethyl 2-[(2-methyl-4-oxo-4H-chromen-8-yl)methylene]-3-oxobutanoate). RXN SMILES: [CH3:1][C:2]1[O:3][C:4]2[C:9]([C:10](=[O:12])[CH:11]=1)=[CH:8][CH:7]=[CH:6][C:5]=2[CH:13]=O.[O:15]=[C:16]([CH3:25])[CH2:17][C:18]([O:20][CH2:21][CH:22]1[CH2:24][CH2:23]1)=[O:19].C(O)(=O)C.N1CCCCC1>ClCCl>[CH3:1][C:2]1[O:3][C:4]2[C:9]([C:10](=[O:12])[CH:11]=1)=[CH:8][CH:7]=[CH:6][C:5]=2[CH:13]=[C:17]([C:16](=[O:15])[CH3:25])[C:18]([O:20][CH2:21][CH:22]1[CH2:24][CH2:23]1)=[O:19]. Procedure details: 500 mg (2.65 mmol) of 2-methyl-4-oxo-4H-chromene-8-carbaldehyde, 798 mg (2.65 mmol) of cyclopropylmethyl 3-oxobutanoate, 38 μl (0.66 mmol) of acetic acid and 66 μl (0.66 mmol) of piperidine in 25 ml of anhydrous dichloromethane are heated after addition of 4 Å molecular sieves (1.5 g) under reflux for 24 h. After cooling, the suspension is filtered with suction and the filtrate is washed successively with saturated sodium bicarbonate solution and saturated sodium chloride solution. The organic p... Reactants: C(C)C=1C=C(C(=NC1)N1CCN(CC1)C(=O)C=1C=NC(=CC1C)F)C ([4-(5-ethyl-3-methylpyridin-2-yl)piperazin-1-yl](6-fluoro-4-methylpyridin-3-yl)methanone), COC1=CC=C(CN)C=C1 (4-methoxybenzylamine). The solvent is O (water). Reaction conditions: temperature 160 celsius, time 6 hour. The product is C(C)C=1C=C(C(=NC1)N1CCN(CC1)C(=O)C=1C=NC(=CC1C)NCC1=CC=C(C=C1)OC)C ([4-(5-ethyl-3-methylpyridin-2-yl)piperazin-1-yl][6-(4-methoxybenzylamino)-4-methylpyridin-3-yl)methanone). As a reaction SMILES: [CH2:1]([C:3]1[CH:4]=[C:5]([CH3:25])[C:6]([N:9]2[CH2:14][CH2:13][N:12]([C:15]([C:17]3[CH:18]=[N:19][C:20](F)=[CH:21][C:22]=3[CH3:23])=[O:16])[CH2:11][CH2:10]2)=[N:7][CH:8]=1)[CH3:2].[CH3:26][O:27][C:28]1[CH:35]=[CH:34][C:31]([CH2:32][NH2:33])=[CH:30][CH:29]=1>O>[CH2:1]([C:3]1[CH:4]=[C:5]([CH3:25])[C:6]([N:9]2[CH2:14][CH2:13][N:12]([C:15]([C:17]3[CH:18]=[N:19][C:20]([NH:33][CH2:32][C:31]4[CH:34]=[CH:35][C:28]([O:27][CH3:26])=[CH:29][CH:30]=4)=[CH:21][C:22]=3[CH3:23])=[O:16])[CH2:11][CH2:10]2)=[N:7][CH:8]=1)[CH3:2]. Reported procedure: To [4-(5-ethyl-3-methylpyridin-2-yl)piperazin-1-yl](6-fluoro-4-methylpyridin-3-yl)methanone (320 mg) described in Preparation Example 176 was added 4-methoxybenzylamine (1 mL), and the mixture was stirred at 160° C. for 6 hr. The reaction mixture was cooled, water was added, and the mixture was extracted with ethyl acetate. The organic layer was washed with saturated brine, and the solvent was evaporated. The obtained residue was purified by column chromatography (hexane:ethyl acetate) to give [... The reactants are CC1=NC2(CCOc3ccc(Br)cc32)N=C1N, OB(O)c1cc(F)cc(F)c1, [K+], [K+], O=C([O-])[O-], C1COCCO1. Yields the product CC1=NC2(CCOc3ccc(-c4cc(F)cc(F)c4)cc32)N=C1N. As a reaction SMILES: [Br:1][c:2]1[cH:3][c:4]2[c:9]([cH:10][cH:11]1)[O:8][CH2:7][CH2:6][C:5]21[N:12]=[C:13]([CH3:17])[C:14]([NH2:16])=[N:15]1.[F:18][c:19]1[cH:20][c:21]([B:26]([OH:27])[OH:28])[cH:22][c:23]([F:25])[cH:24]1.[K+:29].[K+:30].[O-:31][C:32]([O-:33])=[O:34].[O:35]1[CH2:36][CH2:37][O:38][CH2:39][CH2:40]1>>[c:2]1(-[c:21]2[cH:20][c:19]([F:18])[cH:24][c:23]([F:25])[cH:22]2)[cH:3][c:4]2[c:9]([cH:10][cH:11]1)[O:8][CH2:7][CH2:6][C:5]21[N:12]=[C:13]([CH3:17])[C:14]([NH2:16])=[N:15]1. The reactants are BrC1=C(C(=CC(=C1)C1=C2C=CC=CC2=C(C2=C1C1=C(S2)C=CC=C1)Br)Br)O (2,6-Dibromo-4-(6-bromo-benzo[b]naphtho[2,3-d]thiophen-11-yl)-phenol), COC([C@H](CCN1C(C2=CC=CC=C2C1)=O)O)=O ((S)-(+)-α-hydroxy-1-oxo-2-isoindolinebutyric acid methyl ester), BrBr (bromine). The product is BrC1=C(O[C@@H](C(=O)O)CCN2C(C3=CC=CC=C3C2)=O)C(=CC(=C1)C1=C2C=CC=CC2=C(C2=C1C1=C(S2)C=CC=C1)Br)Br ((2R)-2-[2,6-Dibromo-4-(6-bromo-benzo[b]naphtho[2,3-d]thiophen-11-yl)-phenoxy]-4-(1-oxo-1,3-dihydro-isoindol-2-yl)-butyric acid). As a reaction SMILES: [Br:1][C:2]1[CH:7]=[C:6]([C:8]2[C:17]3[C:18]4[CH:24]=[CH:23][CH:22]=[CH:21][C:19]=4[S:20][C:16]=3[C:15]([Br:25])=[C:14]3[C:9]=2[CH:10]=[CH:11][CH:12]=[CH:13]3)[CH:5]=[C:4]([Br:26])[C:3]=1[OH:27].C[O:29][C:30](=[O:45])[C@@H:31](O)[CH2:32][CH2:33][N:34]1[CH2:42][C:41]2[C:36](=[CH:37][CH:38]=[CH:39][CH:40]=2)[C:35]1=[O:43].BrBr>>[Br:26][C:4]1[CH:5]=[C:6]([C:8]2[C:17]3[C:18]4[CH:24]=[CH:23][CH:22]=[CH:21][C:19]=4[S:20][C:16]=3[C:15]([Br:25])=[C:14]3[C:9]=2[CH:10]=[CH:11][CH:12]=[CH:13]3)[CH:7]=[C:2]([Br:1])[C:3]=1[O:27][C@H:31]([CH2:32][CH2:33][N:34]1[CH2:42][C:41]2[C:36](=[CH:37][CH:38]=[CH:39][CH:40]=2)[C:35]1=[O:43])[C:30]([OH:45])=[O:29]. Procedure details: Prepared from of 2,6-dibromo-4-(6-bromo-benzo[b]naphtho[2,3-d]thiophen-1 1-yl)-phenol (Example 21) and (S)-(+)-α-hydroxy-1-oxo-2-isoindolinebutyric acid methyl ester (Example 106). White solid: mp 239-241° C.: NMR (CDCl3); δ8.34 (d, J =8 Hz, 1 H), 7.90 (d, J=8 Hz, 1 H), 7.80 (d, J=8 Hz, 1 H), 7.66 (ddd, J=8, 7, 1 Hz, 1 H), 7.62-7.58 (m, 4 H), 7.52-7.47 (m, 3 H), 7.39 (ddd, J=8, 7, 1 Hz, 1 H), 7.14 (ddd, J =8, 7, 1 Hz, 1 H), 6.72 (d, J=8, Hz, 1 H), 5.39 (t, J=7 Hz, 1 H), 4.59 (m, 2 H), 4.22-3.93 ... The reactants are ClC=1C=C(C(=NC1)N)C#CC1=CN(C2=CC(=C(C=C12)OC)OC)C (5-chloro-3-(5,6-dimethoxy-1-methyl-1H-indol-3-ylethynyl)pyridin-2-ylamine), CC(C)([O-])C.[K+] (potassium tert-butoxide), C(C)(=O)O (acetic acid). Run in CN1C(CCC1)=O (1-methylpyrrolidin-2-one). Run at temperature 70 celsius, time 10 minute. The product is ClC=1C=C2C(=NC1)NC(=C2)C2=CN(C1=CC(=C(C=C21)OC)OC)C (5-chloro-2-(5,6-dimethoxy-1-methyl-1H-indol-3-yl)-1H-pyrrolo[2,3-b]pyridine). Isolated yield 63.6%. As a reaction SMILES: [Cl:1][C:2]1[CH:3]=[C:4]([C:9]#[C:10][C:11]2[C:19]3[C:14](=[CH:15][C:16]([O:22][CH3:23])=[C:17]([O:20][CH3:21])[CH:18]=3)[N:13]([CH3:24])[CH:12]=2)[C:5]([NH2:8])=[N:6][CH:7]=1.CC(C)([O-])C.[K+].C(O)(=O)C>CN1CCCC1=O>[Cl:1][C:2]1[CH:3]=[C:4]2[CH:9]=[C:10]([C:11]3[C:19]4[C:14](=[CH:15][C:16]([O:22][CH3:23])=[C:17]([O:20][CH3:21])[CH:18]=4)[N:13]([CH3:24])[CH:12]=3)[NH:8][C:5]2=[N:6][CH:7]=1 |f:1.2|. Reported procedure: A suspension of 0.44 g of 5-chloro-3-(5,6-dimethoxy-1-methyl-1H-indol-3-ylethynyl)pyridin-2-ylamine and 0.58 g of potassium tert-butoxide in 25 ml of 1-methylpyrrolidin-2-one is heated at a temperature in the region of 70° C. for approximately 4 hours 30 minutes. The mixture is concentrated to dryness under reduced pressure (13 kPa). The residue is taken up with 40 ml of water and the pH of the suspension obtained is brought to approximately 4-5 by adding glacial acetic acid. After agitation for... Starting materials: C(C1=CC=CC=C1)N1CCC(CC1)CC=1SC2=C(N1)C=CC=C2 (1-Benzyl-4-((benzothiazol-2-yl)methyl)piperidine), ClC(=O)OCC (ethyl chloroformate). Solvent: C1CCOC1 (THF). Reaction conditions: time 5 hour. Yields the product C(C)OC(=O)N1CCC(CC1)CC=1SC2=C(N1)C=CC=C2 (1-Ethoxycarbonyl-4-((Benzothiazol-2-yl)methyl)piperidine). Isolated yield 67.8%. As a reaction SMILES: C([N:8]1[CH2:13][CH2:12][CH:11]([CH2:14][C:15]2[S:16][C:17]3[CH:23]=[CH:22][CH:21]=[CH:20][C:18]=3[N:19]=2)[CH2:10][CH2:9]1)C1C=CC=CC=1.Cl[C:25]([O:27][CH2:28][CH3:29])=[O:26]>C1COCC1>[CH2:28]([O:27][C:25]([N:8]1[CH2:13][CH2:12][CH:11]([CH2:14][C:15]2[S:16][C:17]3[CH:23]=[CH:22][CH:21]=[CH:20][C:18]=3[N:19]=2)[CH2:10][CH2:9]1)=[O:26])[CH3:29]. Procedure: A solution of 500 mg of 1-benzyl-4-((benzothiazol-2-yl)methyl)piperidine (from EXAMPLE 163, Step D) in 10 mL of THF was added 185 mg of ethyl chloroformate at rt. The reaction was stirred at rt for 5 h. The reaction mixture was partitioned between H2O and EtOAc. The aqueous phase was extracted with EtOAc (3×). The combined organic phases were washed with sat'd NaCl and dried over MgSO4. Concentration afforded 320 mg of the title compound as a oil. Reactants: CCOCCC(=O)OCC (EEP solvent), [N-]=C=O (isocyanate), above oligomer. Reagents/catalysts: [Sn] (tin). Solvent: O (water). The product is C(CCCCCN=C=O)N=C=O (hexamethylene diisocyanate), CCOCCC(=O)OCC (EEP solvent). Isolated yield 300.0%. Reaction SMILES: [CH3:1][CH2:2][O:3][CH2:4][CH2:5][C:6]([O:8][CH2:9][CH3:10])=[O:7].[N-:11]=[C:12]=[O:13]>[Sn].O>[CH2:4]([N:11]=[C:12]=[O:13])[CH2:5][CH2:6][CH2:6][CH2:5][CH2:4][N:11]=[C:12]=[O:13].[CH3:1][CH2:2][O:3][CH2:4][CH2:5][C:6]([O:8][CH2:9][CH3:10])=[O:7] |^3:13|. Procedure details: In order to prepare the test coating, 100 grams of the above oligomer were mixed with 0.1 gram of T-12 tin catalyst, and 20 grams of EEP solvent. A second component was prepared from 126.4 grams of isocyanate multifunctional oligomer biurets formed by the reaction product between hexamethylene diisocyanate and water and 20 g of EEP solvent. Three mil wet films were cast from the mixed components which dried hard in two hours and had a Sward hardness of 10 in 24 hours. Starting materials: C1(=CC=C(C=C1)S(=O)(=O)N1N=C(C=C1)C(CC)=O)C (1-[1-(toluene-4-sulfonyl)-1H-pyrazol-3-yl]-propan-1-one), CC(C)(C)[S@@](=O)N ((R)-(+)-2-methyl-2-propanesulfinamide). The reagents and catalysts are CC([O-])C.[Ti+4].CC([O-])C.CC([O-])C.CC([O-])C (titanium (IV) isopropoxide). Solvent: ClC(C)Cl (dichloroethane). Reaction conditions: time 20 minute. The product is C1(=CC=C(C=C1)S(=O)(=O)N1N=C(C=C1)\C(\CC)=N\S(=O)C(C)(C)C)C (2-methyl-propane-2-sulfinic acid [1-[1-(toluene-4-sulfonyl)-1H-pyrazol-3-yl]-prop-(E)-ylidene]-amide). Reaction SMILES: [C:1]1([CH3:19])[CH:6]=[CH:5][C:4]([S:7]([N:10]2[CH:14]=[CH:13][C:12]([C:15](=O)[CH2:16][CH3:17])=[N:11]2)(=[O:9])=[O:8])=[CH:3][CH:2]=1.[CH3:20][C:21]([S@:24]([NH2:26])=[O:25])([CH3:23])[CH3:22]>ClC(Cl)C.CC(C)[O-].[Ti+4].CC(C)[O-].CC(C)[O-].CC(C)[O-]>[C:1]1([CH3:19])[CH:6]=[CH:5][C:4]([S:7]([N:10]2[CH:14]=[CH:13][C:12](/[C:15](=[N:26]/[S:24]([C:21]([CH3:23])([CH3:22])[CH3:20])=[O:25])/[CH2:16][CH3:17])=[N:11]2)(=[O:9])=[O:8])=[CH:3][CH:2]=1 |f:3.4.5.6.7|. Procedure details: To a solution of 1-[1-(toluene-4-sulfonyl)-1H-pyrazol-3-yl]-propan-1-one (2.10 g, 7.55 mmol) in dichloroethane was added (R)-(+)-2-methyl-2-propanesulfinamide (1.45 g, 12.00 mmol) and titanium (IV) isopropoxide (4.26 g, 15.00 mmol) and the mixture was warmed at reflux overnight. After cooling, the solvent was concentrated in vacuo. The residue was diluted with EtOAc and saturated aqueous NaCl was added dropwise. After 20 minutes, the solution was passed through diatomaceous earth. The combined o... Starting materials: C(#N)C1(CCCC2=CC=CC=C12)O[Si](C)(C)C (1-cyano-1-trimethylsilyloxy-1,2,3,4-tetrahydronaphthalene), Cl (hydrogen chloride). Solvent: C(C)O (ethanol). Product: C(#N)C1(CCCC2=CC=CC=C12)O (1-cyano-1-hydroxy-1,2,3,4-tetrahydronaphthalene). RXN SMILES: [C:1]([C:3]1([O:13][Si](C)(C)C)[C:12]2[C:7](=[CH:8][CH:9]=[CH:10][CH:11]=2)[CH2:6][CH2:5][CH2:4]1)#[N:2].Cl>C(O)C>[C:1]([C:3]1([OH:13])[C:12]2[C:7](=[CH:8][CH:9]=[CH:10][CH:11]=2)[CH2:6][CH2:5][CH2:4]1)#[N:2]. Procedure: The silyl cyanohydrin of Example 3 (40.7 g, 165 mol) was dissolved in 300 ml ethanol and perfused at 0° C. with hydrogen chloride for 30 minutes. After an additional 16 hours at 0° C. the mixture was evaporated in vacuo to an oil. This was taken up in chloroform and washed with 2×100 ml sodium bicarbonate, 1×80 ml water, 1×80 ml brine, dried over magnesium sulfate, filtered, and evaporated in vacuo to a residue which partially crystallized. This solid was triturated with 10% ethereal hexane 17.6...